This data is from the Open Reaction Database (ORD), a public repository of structured organic reaction records. The task is: describe an organic reaction: reactants, conditions, products, and yield Starting materials: CCO (EtOH), CN1N=C(N=C1CCN1C(C2=CC=CC=C2C1=O)=O)C1=CC=NC=C1 (2-(2-(1-Methyl-3-(pyridin-4-yl)-1H-1,2,4-triazol-5-yl)ethyl)isoindoline-1,3-dione), CCO (EtOH). The solvent is CN (methylamine), CN (methylamine). Conditions: time 1 hour. Product: CN1N=C(N=C1CCN)C1=CC=NC=C1 (2-(1-Methyl-3-(pyridin-4-yl)-1H-1,2,4-triazol-5-yl)ethanamine). Isolated yield 74.2%. RXN SMILES: [CH3:1][N:2]1[C:6]([CH2:7][CH2:8][N:9]2C(=O)C3C(=CC=CC=3)C2=O)=[N:5][C:4]([C:20]2[CH:25]=[CH:24][N:23]=[CH:22][CH:21]=2)=[N:3]1.CCO>CN>[CH3:1][N:2]1[C:6]([CH2:7][CH2:8][NH2:9])=[N:5][C:4]([C:20]2[CH:25]=[CH:24][N:23]=[CH:22][CH:21]=2)=[N:3]1. Procedure: 2-(2-(1-Methyl-3-(pyridin-4-yl)-1H-1,2,4-triazol-5-yl)ethyl)isoindoline-1,3-dione (114.9 mg, 345 μmol) was dissolved in methylamine solution in EtOH (3.07 mL, 22.5 mmol) and stirred at RT for 1 h. The reaction mixture was evaporated to give light brown solid. The solid was again dissolved in methylamine solution in EtOH (3.07 mL, 22.5 mmol) and the mixture was heated to 50° C. and stirred for 3 h. All volatiles were removed in vacuo and the residue was suspended in dichloromethane (1.5 mL) and f... Starting materials: C(C1=CC=NC=C1)(=O)O (isonicotinic acid). Run in O (water), O (water). Product: C(C1=CC=NC=C1)(=O)O (isonicotinic acid), N1=CC=C(C=C1)C (gamma-picoline). RXN SMILES: [C:1]([OH:9])(=[O:8])[C:2]1[CH:7]=[CH:6][N:5]=[CH:4][CH:3]=1>O>[C:1]([OH:9])(=[O:8])[C:2]1[CH:7]=[CH:6][N:5]=[CH:4][CH:3]=1.[N:5]1[CH:6]=[CH:7][C:2]([CH3:1])=[CH:3][CH:4]=1. Reported procedure: Solubility of the isonicotinic acid in pure water was measured as less than 1 wt %. Impressively, isonicotinic acid formed a saturated solution at 21 wt% acid, 35 wt% water, and 39 wt% gamma-picoline. The reactants are C(CCC(=O)[O-])(=O)[O-].[NH4+].[NH4+] (diammonium succinate), S(=O)(=O)([O-])[O-] (sulfate), S(=O)(=O)([O-])[O-] (sulfate). The product is S(=O)(=O)([O-])[O-].[NH4+].[NH4+] (ammonium sulfate), C(CCC(=O)O)(=O)O (succinic acid). RXN SMILES: [C:1]([O-:8])(=[O:7])[CH2:2][CH2:3][C:4]([O-:6])=[O:5].[NH4+:9].[NH4+].[S:11]([O-:15])([O-:14])(=[O:13])=[O:12]>>[S:11]([O-:15])([O-:14])(=[O:13])=[O:12].[NH4+:9].[NH4+:9].[C:1]([OH:8])(=[O:7])[CH2:2][CH2:3][C:4]([OH:6])=[O:5] |f:0.1.2,4.5.6|. Procedure: After the diammonium succinate is formed, it is reacted with sulfate ions from a sulfate ion source to form ammonium sulfate and pure succinic acid. This can be accomplished by the addition of sulfuric acid, as the reaction is advantageously performed at a pH of less than 2, preferably between 1.5 and 1.8 to form crystalline succinic acid. Succinic acid has extremely low solubility in aqueous solutions with a pH below 2, particularly in the range of 1.5 to 1.8. In a preferred method, ammonium bi... The reactants are CC(=O)O, COCC(=O)C(C#N)c1cccc(C(F)(F)F)c1, O=S(=O)(O)O. Yields the product NC1=C(c2cccc(C(F)(F)F)c2)C(=O)CO1. As a reaction SMILES: [CH3:24][C:25](=[O:26])[OH:27].[F:1][C:2]([c:3]1[cH:4][c:5]([CH:9]([C:10]#[N:11])[C:12]([CH2:13][O:14][CH3:15])=[O:16])[cH:6][cH:7][cH:8]1)([F:17])[F:18].[S:19](=[O:20])(=[O:21])([OH:22])[OH:23]>>[F:1][C:2]([c:3]1[cH:4][c:5]([C:9]2=[C:10]([NH2:11])[O:14][CH2:13][C:12]2=[O:16])[cH:6][cH:7][cH:8]1)([F:17])[F:18]. Reactants: ( 4.9 ), C(C1=CC=CC=C1)SC1=NN2C(=NC(=C(C2=O)C)Cl)S1 (2-benzylthio-7-chloro-6-methyl-5H-1,3,4-thiadiazolo[3,2-a]pyrimidin-5-one), OOS(=O)[O-].[K+] (OXONE), O (water). Run in CO (methanol). Conditions: temperature 60 celsius, time 45 minute. The product is C(C1=CC=CC=C1)S(=O)(=O)C1=NN2C(=NC(=C(C2=O)C)Cl)S1 (2-benzylsulfonyl-7-chloro-6-methyl-5H-1,3,4-thiadiazolo[3,2-a]pyrimidin-5-one). The yield is 62.0%. As a reaction SMILES: [CH2:1]([S:8][C:9]1[S:20][C:12]2=[N:13][C:14]([Cl:19])=[C:15]([CH3:18])[C:16](=[O:17])[N:11]2[N:10]=1)[C:2]1[CH:7]=[CH:6][CH:5]=[CH:4][CH:3]=1.[OH:21]OS([O-])=O.[K+].[OH2:27]>CO>[CH2:1]([S:8]([C:9]1[S:20][C:12]2=[N:13][C:14]([Cl:19])=[C:15]([CH3:18])[C:16](=[O:17])[N:11]2[N:10]=1)(=[O:21])=[O:27])[C:2]1[CH:3]=[CH:4][CH:5]=[CH:6][CH:7]=1 |f:1.2|. Procedure details: Four point nine (4.9) grams of 2-benzylthio-7-chloro-6-methyl-5H-1,3,4-thiadiazolo[3,2-a]pyrimidin-5-one was dissolved in methanol. To this solution, an aqueous suspension of 69.2 g of OXONE® in 240 ml of water was added, and the mixture was stirred at 60° C. for 1 hour and 45 minutes. After cooling, the reaction mixture was extracted with chloroform, the organic layer was washed with an aqueous sodium thiosulfate solution and water respectively and dried over anhydrous sodium sulfate. The solve... Reactants: BrC=1C=C(C=CC1)/C=C/C(=O)OCC (ethyl (2E)-3-(3-bromophenyl)prop-2-enoate), BrC=1C=C(C=NC1)\C=C/C(=O)OCC (ethyl (2Z)-3-(5-bromopyridin-3-yl)prop-2-enoate), [BH4-].[Na+] (sodium borohydride). The reagents and catalysts are [Cu]Cl (copper (I) chloride). The solvent is CO (methanol), O (water), C(C)(=O)OCC (ethyl acetate). Run at time 15 minute. The product is BrC=1C=C(C=NC1)CCC(=O)OCC (ethyl 3-(5-bromopyridin-3-yl)propanoate). Reaction SMILES: BrC1C=C(/C=C/C(OCC)=O)C=CC=1.[Br:15][C:16]1[CH:17]=[C:18](/[CH:22]=[CH:23]\[C:24]([O:26][CH2:27][CH3:28])=[O:25])[CH:19]=[N:20][CH:21]=1.[BH4-].[Na+]>CO.O.C(OCC)(=O)C.[Cu]Cl>[Br:15][C:16]1[CH:17]=[C:18]([CH2:22][CH2:23][C:24]([O:26][CH2:27][CH3:28])=[O:25])[CH:19]=[N:20][CH:21]=1 |f:2.3|. Reported procedure: To a solution of ethyl (2E)-3-(3-bromophenyl)prop-2-enoate and ethyl (2Z)-3-(5-bromopyridin-3-yl)prop-2-enoate (4:1 ratio of isomers, 332 mg, 1.30 mmol) in methanol (10 mL) and water (2.5 mL) was added copper (I) chloride (257 mg, 2.59 mmol) and sodium borohydride (98 mg, 2.59 mmol). After 15 minutes, the reaction was diluted with ethyl acetate and filtered through CELITE. The filtrate was washed with water, dried over magnesium sulfate, filtered and concentrated in vacuo. The residue was purifi...